From a dataset of the Open Reaction Database (ORD), a public repository of structured organic reaction records. describe an organic reaction: reactants, conditions, products, and yield Reagents/catalysts: C(C)(=O)[O-].[Pd+2].C(C)(=O)[O-] (palladium acetate). As a reaction SMILES: FC(F)(F)S(O[C:7]1[C:8]([C:18](=[O:20])[CH3:19])=[CH:9][C:10]([Cl:17])=[C:11]2[C:16]=1[N:15]=[CH:14][CH:13]=[CH:12]2)(=O)=O.[C:23]1([C:29]2([OH:35])[CH2:34][CH2:33][NH:32][CH2:31][CH2:30]2)[CH:28]=[CH:27][CH:26]=[CH:25][CH:24]=1.C1C=CC(P(C2C=CC3C(=CC=CC=3)C=2C2C3C(=CC=CC=3)C=CC=2P(C2C=CC=CC=2)C2C=CC=CC=2)C2C=CC=CC=2)=CC=1.C(=O)([O-])[O-].[Cs+].[Cs+]>O1CCCC1.ClCCl.C([O-])(=O)C.[Pd+2].C([O-])(=O)C>[Cl:17][C:10]1[CH:9]=[C:8]([C:18](=[O:20])[CH3:19])[C:7]([N:32]2[CH2:33][CH2:34][C:29]([OH:35])([C:23]3[CH:24]=[CH:25][CH:26]=[CH:27][CH:28]=3)[CH2:30][CH2:31]2)=[C:16]2[C:11]=1[CH:12]=[CH:13][CH:14]=[N:15]2 |f:3.4.5,8.9.10|. Procedure: A stirred mixture of 7-acetyl-5-chloroquinolin-8-yl trifluoromethanesulfonate (0.106 g, 0.301 mmol, from Example 47, Step 2), 4-phenylpiperidin-4-ol (0.0641 g, 0.362 mmol), palladium acetate (1 mg, 0.006 mmol), (S)-(−)-2,2′-bis(diphenylphosphino)-1,1′-binaphthyl (6 mg, 0.009 mmol), and cesium carbonate (0.274 g, 0.843 mmol) in tetrahydrofuran (3 mL) was heated at 65° C. overnight. The mixture was cooled, diluted with dichloromethane and filtered. The filtrate was washed with brine, dried over so... Run at temperature 65 celsius. The solvent is O1CCCC1 (tetrahydrofuran), ClCCl (dichloromethane). Starting materials: FC(S(=O)(=O)OC=1C(=CC(=C2C=CC=NC12)Cl)C(C)=O)(F)F (7-Acetyl-5-chloroquinolin-8-yl trifluoromethanesulfonate), C1(=CC=CC=C1)C1(CCNCC1)O (4-phenylpiperidin-4-ol), C1=CC=C(C=C1)P(C2=CC=CC=C2)C3=C(C4=CC=CC=C4C=C3)C5=C(C=CC6=CC=CC=C65)P(C7=CC=CC=C7)C8=CC=CC=C8 ((S)-(−)-2,2′-bis(diphenylphosphino)-1,1′-binaphthyl), C([O-])([O-])=O.[Cs+].[Cs+] (cesium carbonate). Product: ClC1=C2C=CC=NC2=C(C(=C1)C(C)=O)N1CCC(CC1)(C1=CC=CC=C1)O (1-[5-Chloro-8-(4-hydroxy-4-phenylpiperidin-1-yl)quinolin-7-yl]ethanone).